Dataset: the Open Reaction Database (ORD), a public repository of structured organic reaction records. Task: describe an organic reaction: reactants, conditions, products, and yield Reactants: BrC=1C=C2CC[C@@H](CC2=CC1)NC(C1=CC=C(C=C1)OC)=O (N—((S)-6-bromo-1,2,3,4-tetrahydronaphthalen-2-yl)-4-methoxybenzamide), Br (HBr). The solvent is C(C)(=O)O (acetic acid). Conditions: temperature 150 celsius. Product: BrC=1C=C2CC[C@@H](CC2=CC1)NC(C1=CC=C(C=C1)OC)=O (N—((S)-6-bromo-1,2,3,4-tetrahydronaphthalen-2-yl)-4-methoxybenzamide), BrC=1C=C2CC[C@H](CC2=CC1)NC(C1=CC=C(C=C1)OC)=O (N—((R)-6-bromo-1,2,3,4-tetrahydronaphthalen-2-yl)-4-methoxybenzamide). RXN SMILES: [Br:1][C:2]1[CH:3]=[C:4]2[C:9](=[CH:10][CH:11]=1)[CH2:8][C@@H:7]([NH:12][C:13](=[O:22])[C:14]1[CH:19]=[CH:18][C:17]([O:20][CH3:21])=[CH:16][CH:15]=1)[CH2:6][CH2:5]2.Br>C(O)(=O)C>[Br:1][C:2]1[CH:3]=[C:4]2[C:9](=[CH:10][CH:11]=1)[CH2:8][C@@H:7]([NH:12][C:13](=[O:22])[C:14]1[CH:15]=[CH:16][C:17]([O:20][CH3:21])=[CH:18][CH:19]=1)[CH2:6][CH2:5]2.[Br:1][C:2]1[CH:3]=[C:4]2[C:9](=[CH:10][CH:11]=1)[CH2:8][C@H:7]([NH:12][C:13](=[O:22])[C:14]1[CH:15]=[CH:16][C:17]([O:20][CH3:21])=[CH:18][CH:19]=1)[CH2:6][CH2:5]2. Procedure: A mixture of N—((S)-6-bromo-1,2,3,4-tetrahydronaphthalen-2-yl)-4-methoxybenzamide (3.0 g), glacial acetic acid (2 ml) and HBr (20 ml; 48% in water) was heated in a closed glass vessel in a microwave reactor to 150° C. for 25 minutes. The precipitate obtained after cooling was filtered off. The product was thus obtained with the molecular weight of 346.23 (C17H16BrNO2); MS (ESI): 346 (M+H+). Both N—((S)-6-bromo-1,2,3,4-tetrahydronaphthalen-2-yl)-4-methoxybenzamide and N—((R)-6-bromo-1,2,3,4-tetra... The reactants are FC(OC1=CC=C(C=C1)NC(N[C@@H]1CC[C@H](CC1)OC1=CC=C(C(=O)O)C=C1)=O)(F)F (trans-4-{4-[3-(4-Trifluoromethoxy-phenyl)-ureido]-cyclohexyloxy}-benzoic acid), CCN=C=NCCCN(C)C.Cl (EDC HCl), C=1C=CC2=C(C1)N=NN2O (HOBT), TEA, CN (MeNH2). The solvent is C1CCOC1 (THF), C1CCOC1 (THF). Product: CNC(C1=CC=C(C=C1)O[C@@H]1CC[C@H](CC1)NC(=O)NC1=CC=C(C=C1)OC(F)(F)F)=O (trans-N-Methyl-4-{4-[3-(4-trifluoromethoxy-phenyl)-ureido]-cyclohexyloxy}-benzamide). RXN SMILES: [F:1][C:2]([F:31])([F:30])[O:3][C:4]1[CH:9]=[CH:8][C:7]([NH:10][C:11](=[O:29])[NH:12][C@H:13]2[CH2:18][CH2:17][C@H:16]([O:19][C:20]3[CH:28]=[CH:27][C:23]([C:24](O)=[O:25])=[CH:22][CH:21]=3)[CH2:15][CH2:14]2)=[CH:6][CH:5]=1.CCN=C=NCCCN(C)C.Cl.C1C=CC2N(O)N=NC=2C=1.[CH3:54][NH2:55]>C1COCC1>[CH3:54][NH:55][C:24](=[O:25])[C:23]1[CH:22]=[CH:21][C:20]([O:19][C@H:16]2[CH2:17][CH2:18][C@H:13]([NH:12][C:11]([NH:10][C:7]3[CH:8]=[CH:9][C:4]([O:3][C:2]([F:1])([F:30])[F:31])=[CH:5][CH:6]=3)=[O:29])[CH2:14][CH2:15]2)=[CH:28][CH:27]=1 |f:1.2|. Procedure: To a solution of 1728 (0.22 g, 0.5 mmol), EDC HCl (0.12 g, 0.63 mmol), HOBT (0.09 g, 0.63 mmol), TEA (0.17 mL, 0.63 mmol) in THF (10 mL) was added 2M MeNH2 in THF (1.25 mL, 2.5 mmol) at 0° C. The reaction mixture was allowed to slowly warm to room temperature overnight. The solvent was removed in vacuo and then purified by recrystallization with EtOAc/Hexanes gave the title compound, 0.16 g (71%) as a white solid. 1H NMR (300 MHz, DMSO-d6): δ 8.53 (s, 1H), 8.28 (q, J=4 Hz, 1H), 7.77 (d, J=9 Hz, ... Reactants: ClCC(C)=O (chloroacetone), ClCC(CO)O (3-chloro-1,2-propanediol), O (water). The reagents and catalysts are CC=1C=CC(=CC1)S(=O)(=O)O (p-TSA). Solvent: C1CCCCC1 (cyclohexane). The product is ClCC1(OCC(O1)CCl)C (2,4-bis(chloromethyl)-2-methyl-1,3-dioxolane). The yield is 87.5%. RXN SMILES: [Cl:1][CH2:2][C:3](=[O:5])[CH3:4].[Cl:6][CH2:7][CH:8]([OH:11])[CH2:9]O.O>CC1C=CC(S(O)(=O)=O)=CC=1.C1CCCCC1>[Cl:1][CH2:2][C:3]1([CH3:4])[O:11][CH:8]([CH2:7][Cl:6])[CH2:9][O:5]1. Procedure: In a similar manner to the preceding Examples, 92.5 g (1 mol) of chloroacetone and 110.5 g (1 mol) of 3-chloro-1,2-propanediol are boiled together in a water separator with 0.5 g of p-TSA and 150 ml of cyclohexane. Once the equivalent quantity of water has separated, the cyclohexane is removed and the residue fractionated. 162 g (87%) of 2,4-bis(chloromethyl)-2-methyl-1,3-dioxolane are obtained. Bp.: 98° C. to 102° C. (1500 Pa); IR: acetal bands at 1120 cm−1, 1098 cm−1, 1053 cm−1, MS: m/e=169 (M... Starting materials: [Al+3], CN(C)Cc1ccnc(CCCC#N)c1, CCOCC, [H-], [H-], [H-], [H-], [Li+], [Na+], C1CCOC1, [OH-], O. Yields the product CN(C)Cc1ccnc(CCCCN)c1. As a reaction SMILES: [Al+3:17].[C:1](#[N:2])[CH2:3][CH2:4][CH2:5][c:6]1[n:7][cH:8][cH:9][c:10]([CH2:12][N:13]([CH3:14])[CH3:15])[cH:11]1.[CH3:29][CH2:30][O:31][CH2:32][CH3:33].[H-:16].[H-:19].[H-:20].[H-:21].[Li+:18].[Na+:28].[O:22]1[CH2:23][CH2:24][CH2:25][CH2:26]1.[OH-:27].[OH2:34]>>[CH2:1]([NH2:2])[CH2:3][CH2:4][CH2:5][c:6]1[n:7][cH:8][cH:9][c:10]([CH2:12][N:13]([CH3:14])[CH3:15])[cH:11]1. Starting materials: C(C(=O)Cl)(=O)Cl (oxalyl chloride), COC1=CC=C2C=CNC2=C1 (6-methoxyindole), C(C)OCC (diethyl ether). Reaction conditions: time 2 hour. Yields the product COC1=CC=C2C(=CNC2=C1)C(C(=O)OCC)=O (Ethyl 2-(6-methoxyindol-3-yl)-2-oxoacetate). Reaction SMILES: [C:1](Cl)(=[O:5])[C:2](Cl)=[O:3].[CH3:7][O:8][C:9]1[CH:17]=[C:16]2[C:12]([CH:13]=[CH:14][NH:15]2)=[CH:11][CH:10]=1.[CH2:18]([O:20]CC)[CH3:19]>>[CH3:7][O:8][C:9]1[CH:17]=[C:16]2[C:12]([C:13]([C:1](=[O:5])[C:2]([O:20][CH2:18][CH3:19])=[O:3])=[CH:14][NH:15]2)=[CH:11][CH:10]=1. Procedure details: 7.5 cm3 of oxalyl chloride are added dropwise, under argon and over a period of 30 minutes, to a solution of 8.3 g of 6-methoxyindole, prepared in accordance with the process described by P. L. Feldman and H. Rapoport, Synthesis, (1986), 736, in 100 cm3 of anhydrous diethyl ether. After stirring for two hours, the precipitate formed is separated by filtration and then suspended in 200 cm3 of ethanol. Starting materials: CCOC(=O)C1CCNCC1, COc1ccc2nc(NC(=O)C(CC3CCCC3)c3ccc(S(=O)(=O)Cl)cc3)sc2n1, CCN(C(C)C)C(C)C, ClCCl. The product is CCOC(=O)C1CCN(S(=O)(=O)c2ccc(C(CC3CCCC3)C(=O)Nc3nc4ccc(OC)nc4s3)cc2)CC1. As a reaction SMILES: [CH2:32]([CH3:33])[O:34][C:35](=[O:36])[CH:37]1[CH2:38][CH2:39][NH:40][CH2:41][CH2:42]1.[CH:1]1([CH2:6][CH:7]([C:8]([NH:9][c:10]2[s:11][c:12]3[n:13][c:14]([O:19][CH3:20])[cH:15][cH:16][c:17]3[n:18]2)=[O:21])[c:22]2[cH:23][cH:24][c:25]([S:28](=[O:29])(=[O:30])[Cl:31])[cH:26][cH:27]2)[CH2:2][CH2:3][CH2:4][CH2:5]1.[CH:43]([N:44]([CH:45]([CH3:46])[CH3:47])[CH2:48][CH3:49])([CH3:50])[CH3:51].[Cl:52][CH2:53][Cl:54]>>[CH:1]1([CH2:6][CH:7]([C:8]([NH:9][c:10]2[s:11][c:12]3[n:13][c:14]([O:19][CH3:20])[cH:15][cH:16][c:17]3[n:18]2)=[O:21])[c:22]2[cH:23][cH:24][c:25]([S:28](=[O:29])(=[O:30])[N:40]3[CH2:39][CH2:38][CH:37]([C:35]([O:34][CH2:32][CH3:33])=[O:36])[CH2:42][CH2:41]3)[cH:26][cH:27]2)[CH2:2][CH2:3][CH2:4][CH2:5]1. Reactants: solid, Cl.Cl.Cl.O1CCC=2C1=C(N=CC2)N2CCN(CC2)CC[C@@H]2CC[C@H](CC2)N (trans-4-{2-[4-(2,3-dihydro-furo[2,3-c]pyridin-7-yl)-piperazin-1-yl]-ethyl}-cyclohexylamine trihydrochloride), Cl.Cl.Cl.O1CCC=2C1=C(N=CC2)N2CCN(CC2)CC[C@@H]2CC[C@H](CC2)N (trans-4-{2-[4-(2,3-dihydro-furo[2,3-c]pyridin-7-yl)-piperazin-1-yl]-ethyl}-cyclohexylamine trihydrochloride), C(#N)CC(=O)O (2-cyano-acetic acid). Yields the product C(#N)CC(=O)N[C@@H]1CC[C@H](CC1)CCN1CCN(CC1)C=1N=CC=C2C1OCC2 (trans-2-Cyano-N-(4-{2-[4-(2,3-dihydro-furo[2,3-c]pyridin-7-yl)-piperazin-1-yl]-ethyl}-cyclohexyl)-acetamide). Reaction SMILES: Cl.Cl.Cl.[O:4]1[C:8]2=[C:9]([N:13]3[CH2:18][CH2:17][N:16]([CH2:19][CH2:20][C@H:21]4[CH2:26][CH2:25][C@H:24]([NH2:27])[CH2:23][CH2:22]4)[CH2:15][CH2:14]3)[N:10]=[CH:11][CH:12]=[C:7]2[CH2:6][CH2:5]1.[C:28]([CH2:30][C:31](O)=[O:32])#[N:29]>>[C:28]([CH2:30][C:31]([NH:27][C@H:24]1[CH2:25][CH2:26][C@H:21]([CH2:20][CH2:19][N:16]2[CH2:17][CH2:18][N:13]([C:9]3[N:10]=[CH:11][CH:12]=[C:7]4[CH2:6][CH2:5][O:4][C:8]=34)[CH2:14][CH2:15]2)[CH2:22][CH2:23]1)=[O:32])#[N:29] |f:0.1.2.3|. Reported procedure: The title compound, white solid (41 mg, 65%), MS (ISP) m/z=398.3 [(M+H)+], mp 215.5° C., was prepared in accordance with the general method of example 6 from trans-4-{2-[4-(2,3-dihydro-furo[2,3-c]pyridin-7-yl)-piperazin-1-yl]-ethyl}-cyclohexylamine trihydrochloride (intermediate B) (70.4 mg, 0.16 mmol) 2-cyano-acetic acid.